Dataset: the Open Reaction Database (ORD), a public repository of structured organic reaction records. Task: describe an organic reaction: reactants, conditions, products, and yield As a reaction SMILES: [CH3:1][O:2][C:3]([CH:4]([CH2:5][CH:6]1[CH2:7][CH2:8][CH2:9][CH2:10]1)[c:11]1[cH:12][cH:13][c:14]([C:17]#[C:18][CH2:19][OH:20])[cH:15][cH:16]1)=[O:21].[CH3:24][OH:25].[Li+:22].[OH-:23].[OH2:26]>>[O:2]=[C:3]([CH:4]([CH2:5][CH:6]1[CH2:7][CH2:8][CH2:9][CH2:10]1)[c:11]1[cH:12][cH:13][c:14]([C:17]#[C:18][CH2:19][OH:20])[cH:15][cH:16]1)[OH:21]. The reactants are COC(=O)C(CC1CCCC1)c1ccc(C#CCO)cc1, CO, [Li+], [OH-], O. Product: O=C(O)C(CC1CCCC1)c1ccc(C#CCO)cc1. The reactants are O (water), solution, Cl (hydrogen chloride), FC1=C(C=C(C=C1)C=1C=C(C2=C(N1)N(N=C2C2=CC=CC=C2)C2OCCCC2)C(=O)O)C(=O)OC (6-[4-fluoro-3-(methoxycarbonyl)phenyl]-3-phenyl-1-(tetrahydro-2H-pyran-2-yl)-1H-pyrazolo[3,4-b]pyridine-4-carboxylic acid). Solvent: O1CCOCC1 (dioxane), C(Cl)Cl (DCM). Conditions: time 15 minute. Yields the product FC1=C(C=C(C=C1)C=1C=C(C2=C(N1)NN=C2C2=CC=CC=C2)C(=O)O)C(=O)OC (6-[4-fluoro-3-(methoxycarbonyl)phenyl]-3-phenyl-1H-pyrazolo[3,4-b]pyridine-4-carboxylic acid). The yield is 85.2%. As a reaction SMILES: Cl.[F:2][C:3]1[CH:8]=[CH:7][C:6]([C:9]2[CH:10]=[C:11]([C:30]([OH:32])=[O:31])[C:12]3[C:17]([C:18]4[CH:23]=[CH:22][CH:21]=[CH:20][CH:19]=4)=[N:16][N:15](C4CCCCO4)[C:13]=3[N:14]=2)=[CH:5][C:4]=1[C:33]([O:35][CH3:36])=[O:34].O>O1CCOCC1.C(Cl)Cl>[F:2][C:3]1[CH:8]=[CH:7][C:6]([C:9]2[CH:10]=[C:11]([C:30]([OH:32])=[O:31])[C:12]3[C:17]([C:18]4[CH:23]=[CH:22][CH:21]=[CH:20][CH:19]=4)=[N:16][NH:15][C:13]=3[N:14]=2)=[CH:5][C:4]=1[C:33]([O:35][CH3:36])=[O:34]. Procedure details: 10 mL of a solution of anhydrous hydrogen chloride in dioxane (4 M) are added to a solution of 6-[4-fluoro-3-(methoxycarbonyl)phenyl]-3-phenyl-1-(tetrahydro-2H-pyran-2-yl)-1H-pyrazolo[3,4-b]pyridine-4-carboxylic acid (2.0 g/4.20 mmol) in 35 mL of DCM. The solution is stirred at ambient temperature for 15 minutes and then run into water and extracted with EtOAc. The organic phase is washed with water and then with a saturated aqueous solution of NaCl, dried over sodium sulphate and concentrated t... Starting materials: COC(=O)CCCC1CCN(CCOCc2ccccc2)CC1, CO, N. The product is NC(=O)CCCC1CCN(CCOCc2ccccc2)CC1. As a reaction SMILES: [CH3:1][O:2][C:3]([CH2:4][CH2:5][CH2:6][CH:7]1[CH2:8][CH2:9][N:10]([CH2:13][CH2:14][O:15][CH2:16][c:17]2[cH:18][cH:19][cH:20][cH:21][cH:22]2)[CH2:11][CH2:12]1)=[O:23].[CH3:25][OH:26].[NH3:24]>>[O:2]=[C:3]([CH2:4][CH2:5][CH2:6][CH:7]1[CH2:8][CH2:9][N:10]([CH2:13][CH2:14][O:15][CH2:16][c:17]2[cH:18][cH:19][cH:20][cH:21][cH:22]2)[CH2:11][CH2:12]1)[NH2:24]. The reactants are CCO, Nc1nccn2c(C3CCC3)nc(-c3cccc(OCc4cccc(CN5C(=O)c6ccccc6C5=O)c4)c3)c12, NN. Yields the product NCc1cccc(COc2cccc(-c3nc(C4CCC4)n4ccnc(N)c34)c2)c1. Reaction SMILES: [CH3:43][CH2:44][OH:45].[NH2:1][c:2]1[c:3]2[n:4]([cH:5][cH:6][n:7]1)[c:8]([CH:37]1[CH2:38][CH2:39][CH2:40]1)[n:9][c:10]2-[c:11]1[cH:12][c:13]([O:14][CH2:15][c:16]2[cH:17][c:18]([CH2:19][N:20]3[C:21](=[O:22])[c:23]4[c:24]([cH:25][cH:26][cH:27][cH:28]4)[C:29]3=[O:30])[cH:31][cH:32][cH:33]2)[cH:34][cH:35][cH:36]1.[NH2:41][NH2:42]>>[NH2:1][c:2]1[c:3]2[n:4]([cH:5][cH:6][n:7]1)[c:8]([CH:37]1[CH2:38][CH2:39][CH2:40]1)[n:9][c:10]2-[c:11]1[cH:12][c:13]([O:14][CH2:15][c:16]2[cH:17][c:18]([CH2:19][NH2:20])[cH:31][cH:32][cH:33]2)[cH:34][cH:35][cH:36]1. Product: COC(=O)C1(C)COCCC1NC(C)c1ccccc1. Starting materials: CC(=O)O, CC#N, COC(=O)C1(C)COCCC1=NC(C)c1ccccc1. Reaction SMILES: [C:21]([OH:22])(=[O:23])[CH3:24].[C:25](#[N:26])[CH3:27].[CH3:1][C:2]1([C:17](=[O:18])[O:19][CH3:20])[CH2:3][O:4][CH2:5][CH2:6][C:7]1=[N:8][CH:9]([CH3:10])[c:11]1[cH:12][cH:13][cH:14][cH:15][cH:16]1>>[CH3:1][C:2]1([C:17](=[O:18])[O:19][CH3:20])[CH2:3][O:4][CH2:5][CH2:6][CH:7]1[NH:8][CH:9]([CH3:10])[c:11]1[cH:12][cH:13][cH:14][cH:15][cH:16]1. Starting materials: CCOC(=O)C(Cc1cc2cc(C#N)ccc2o1)c1ccc(O)cc1, CCC(C(=O)OC(C)(C)C)C(N)O, CCC(CO)NC(=O)OC(C)(C)C, CCOC(=O)N=NC(=O)OCC, C1CCOC1, c1ccc(P(c2ccccc2)c2ccccc2)cc1. The product is CCOC(=O)C(Cc1cc2cc(C#N)ccc2o1)c1ccc(OCC(CC)NC(=O)OC(C)(C)C)cc1. As a reaction SMILES: [C:1](#[N:2])[c:3]1[cH:4][cH:5][c:6]2[c:7]([cH:8][c:9]([CH2:11][CH:12]([C:13](=[O:14])[O:15][CH2:16][CH3:17])[c:18]3[cH:19][cH:20][c:21]([OH:24])[cH:22][cH:23]3)[o:10]2)[cH:25]1.[C:26]([O:27][C:28]([CH:29]([CH2:30][CH3:31])[CH:32]([NH2:33])[OH:34])=[O:35])([CH3:36])([CH3:37])[CH3:38].[C:70]([CH3:71])([CH3:72])([CH3:73])[O:74][C:75](=[O:76])[NH:77][CH:78]([CH2:79][OH:80])[CH2:81][CH3:82].[O:58]=[C:59]([O:60][CH2:61][CH3:62])[N:63]=[N:64][C:65]([O:66][CH2:67][CH3:68])=[O:69].[O:83]1[CH2:84][CH2:85][CH2:86][CH2:87]1.[c:39]1([P:40]([c:41]2[cH:42][cH:43][cH:44][cH:45][cH:46]2)[c:47]2[cH:48][cH:49][cH:50][cH:51][cH:52]2)[cH:53][cH:54][cH:55][cH:56][cH:57]1>>[C:1](#[N:2])[c:3]1[cH:4][cH:5][c:6]2[c:7]([cH:8][c:9]([CH2:11][CH:12]([C:13](=[O:14])[O:15][CH2:16][CH3:17])[c:18]3[cH:19][cH:20][c:21]([O:24][CH2:79][CH:78]([NH:77][C:75]([O:74][C:70]([CH3:71])([CH3:72])[CH3:73])=[O:76])[CH2:81][CH3:82])[cH:22][cH:23]3)[o:10]2)[cH:25]1. Starting materials: ClC=1C=C(C=CC1)NC1=NC=C(C(=N1)C(F)(F)F)C(=O)O (2-(3-chlorophenylamino)-4-trifluoromethylpyrimidine-5-carboxylic acid), C(C)N1CCOCC1 (N-ethylmorpholine), C(C1=CC=CC=C1)N (benzylamine), O.ON1N=NC2=C1C=CC=C2 (1-hydroxybenzotriazole hydrate), Cl.CN(CCCN=C=NCC)C (1-(3-dimethylamino-propyl)-3-ethylcarbodiimide hydrochloride). Solvent: CN(C=O)C (dimethylformamide). Reaction conditions: time 3 hour. The product is C(C1=CC=CC=C1)NC(=O)C=1C(=NC(=NC1)NC1=CC(=CC=C1)Cl)C(F)(F)F (2-(3 Chlorophenylamino)-4-trifluoromethylpyrimidine-5-carboxylic acid benzylamide). As a reaction SMILES: [Cl:1][C:2]1[CH:3]=[C:4]([NH:8][C:9]2[N:14]=[C:13]([C:15]([F:18])([F:17])[F:16])[C:12]([C:19]([OH:21])=O)=[CH:11][N:10]=2)[CH:5]=[CH:6][CH:7]=1.C(N1CCOCC1)C.[CH2:30]([NH2:37])[C:31]1[CH:36]=[CH:35][CH:34]=[CH:33][CH:32]=1.O.ON1C2C=CC=CC=2N=N1.Cl.CN(C)CCCN=C=NCC>CN(C)C=O>[CH2:30]([NH:37][C:19]([C:12]1[C:13]([C:15]([F:17])([F:18])[F:16])=[N:14][C:9]([NH:8][C:4]2[CH:5]=[CH:6][CH:7]=[C:2]([Cl:1])[CH:3]=2)=[N:10][CH:11]=1)=[O:21])[C:31]1[CH:36]=[CH:35][CH:34]=[CH:33][CH:32]=1 |f:3.4,5.6|. Reported procedure: To a solution of 2-(3-chlorophenylamino)-4-trifluoromethylpyrimidine-5-carboxylic acid (35 mg) in dimethylformamide (2 ml) was added successively N-ethylmorpholine (42 μl), benzylamine (15 μl), 1-hydroxybenzotriazole hydrate (23 mg) and 1-(3-dimethylamino-propyl)-3-ethylcarbodiimide hydrochloride (25 mg). The solution was stirred for 3 h and allowed to stand overnight. Dimethylformamide was removed under reduced pressure and ethyl acetate (5 ml) added. The solution was washed sequentially with 5...